describe an organic reaction: reactants, conditions, products, and yield From a dataset of the Open Reaction Database (ORD), a public repository of structured organic reaction records. The reactants are C(=O)([O-])[O-].[K+].[K+] (K2CO3), N#N (N2), Cl.F[C@@H]1CNCC1 ((5)-3-fluoropyrrolidine hydrochloride), ClCCOCCO (2-(2-chloroethoxy)ethanol). Run in C1(=CC=CC=C1)C (toluene). The product is F[C@@H]1CN(CC1)CCOCCO ((S)-2-(2-(3-fluoropyrrolidin-1-yl)ethoxy)ethanol). Reaction SMILES: N#N.Cl.[F:4][C@H:5]1[CH2:9][CH2:8][NH:7][CH2:6]1.Cl[CH2:11][CH2:12][O:13][CH2:14][CH2:15][OH:16].C([O-])([O-])=O.[K+].[K+]>C1(C)C=CC=CC=1>[F:4][C@H:5]1[CH2:9][CH2:8][N:7]([CH2:11][CH2:12][O:13][CH2:14][CH2:15][OH:16])[CH2:6]1 |f:1.2,4.5.6|. Reported procedure: In a flame dried round-bottomed flask equipped with a magnetic stir bar and under inert atmosphere (N2), to a solution of (5)-3-fluoropyrrolidine hydrochloride (250 mg, 1.99 mmol) and 2-(2-chloroethoxy)ethanol (0.21 mL, 1.99 mmol) in dry toluene (7 mL) was added K2CO3 (1.51 g, 10.95 mmol) at rt followed by KI (33 mg, 0.20 mmol). The reaction mixture was stirred at reflux for 15 h. The mixture was filtered and the filtrate concentrated under reduced pressure to give crude (S)-2-(2-(3-fluoropyrrol... The reactants are CCc1[nH]c(C(=O)O)nc1Cl, ClCCl, CCCCOC(=O)c1nc(N2CCC(N)C(OCCC)C2)oc1C, On1nnc2ccccc21. The product is CCCCOC(=O)c1nc(N2CCC(NC(=O)c3nc(Cl)c(CC)[nH]3)C(OCCC)C2)oc1C. As a reaction SMILES: [Cl:25][c:26]1[n:27][c:28]([C:33](=[O:34])[OH:35])[nH:29][c:30]1[CH2:31][CH3:32].[Cl:46][CH2:47][Cl:48].[NH2:1][CH:2]1[CH:3]([O:21][CH2:22][CH2:23][CH3:24])[CH2:4][N:5]([c:8]2[o:9][c:10]([CH3:20])[c:11]([C:13](=[O:14])[O:15][CH2:16][CH2:17][CH2:18][CH3:19])[n:12]2)[CH2:6][CH2:7]1.[OH:36][n:37]1[c:38]2[c:39]([cH:40][cH:41][cH:42][cH:43]2)[n:44][n:45]1>>[NH:1]([CH:2]1[CH:3]([O:21][CH2:22][CH2:23][CH3:24])[CH2:4][N:5]([c:8]2[o:9][c:10]([CH3:20])[c:11]([C:13](=[O:14])[O:15][CH2:16][CH2:17][CH2:18][CH3:19])[n:12]2)[CH2:6][CH2:7]1)[C:33]([c:28]1[n:27][c:26]([Cl:25])[c:30]([CH2:31][CH3:32])[nH:29]1)=[O:34]. Starting materials: C(CCC)[Li] (n-butyl lithium), C(C)OC(C1=CC=C(C=C1)OCC)=O (4-ethoxy-benzoic acid ethyl ester), [OH-].[Na+] (NaOH), ( g ), C(C)#N (acetonitrile). Run in hexanes, C1CCOC1 (THF), C1CCOC1 (THF). Conditions: temperature -78 celsius, time 8 hour. Product: C(C)OC1=CC=C(C=C1)C(CC#N)=O (3-(4-ethoxy-phenyl)-3-oxo-propionitrile). Reaction SMILES: [C:1](#[N:3])[CH3:2].C([Li])CCC.C([O:11][C:12](=O)[C:13]1[CH:18]=[CH:17][C:16]([O:19][CH2:20][CH3:21])=[CH:15][CH:14]=1)C.[OH-].[Na+]>C1COCC1>[CH2:20]([O:19][C:16]1[CH:17]=[CH:18][C:13]([C:12](=[O:11])[CH2:2][C:1]#[N:3])=[CH:14][CH:15]=1)[CH3:21] |f:3.4|. Reported procedure: Under Ar(g), a solution of anhydrous acetonitrile (1.5 mL) in 35 mL anhydrous THF is cooled to −78° C. in a dry ice-acetone bath and then slowly treated with 11 mL of a 2.5 M n-butyl lithium in hexanes. The reaction mixture is maintained at −78° C. for an additional 45 min. and then slowly treated with a solution of 5 gms. of 4-ethoxy-benzoic acid ethyl ester in 5 mL of anhydrous THF. The resulting solution is then stirred overnight at room temperature. Subsequently, the reaction mixture is trea... The reactants are O (water), C1(=CC=CC=C1)C1=NC(C(NC2=C1C=CC=C2)=O)N2C(C=1C(C2=O)=CC=CC1)=O ((3RS)-1,3-dihydro-5-phenyl-3-phthalimido-2H-1,4-benzodiazepine-2-one), [H-].[Na+] (sodium hydride), resultant mixture, O1C(CCCC1)OCCBr (2-[(tetrahydropyran-2-yl)oxy]ethyl bromide). Solvent: CN(C=O)C (N,N-dimethylformamide). Reaction conditions: time 8 hour. The product is C1(=CC=CC=C1)C1=NC(C(N(C2=C1C=CC=C2)CCOC2OCCCC2)=O)N2C(C=1C(C2=O)=CC=CC1)=O ((3RS)-1,3-dihydro-5-phenyl-3-phthalimido-1-{2-((RS)-2-tetrahydropyranyloxy)ethyl} 2H-1,4-benzodiazepine-2-one). Isolated yield 58.3%. RXN SMILES: [C:1]1([C:7]2[C:13]3[CH:14]=[CH:15][CH:16]=[CH:17][C:12]=3[NH:11][C:10](=[O:18])[CH:9]([N:19]3[C:23](=[O:24])[C:22]4=[CH:25][CH:26]=[CH:27][CH:28]=[C:21]4[C:20]3=[O:29])[N:8]=2)[CH:6]=[CH:5][CH:4]=[CH:3][CH:2]=1.[H-].[Na+].[O:32]1[CH2:37][CH2:36][CH2:35][CH2:34][CH:33]1[O:38][CH2:39][CH2:40]Br.O>CN(C)C=O>[C:1]1([C:7]2[C:13]3[CH:14]=[CH:15][CH:16]=[CH:17][C:12]=3[N:11]([CH2:40][CH2:39][O:38][CH:33]3[CH2:34][CH2:35][CH2:36][CH2:37][O:32]3)[C:10](=[O:18])[CH:9]([N:19]3[C:20](=[O:29])[C:21]4=[CH:28][CH:27]=[CH:26][CH:25]=[C:22]4[C:23]3=[O:24])[N:8]=2)[CH:2]=[CH:3][CH:4]=[CH:5][CH:6]=1 |f:1.2|. Reported procedure: To a solution of (3RS)-1,3-dihydro-5-phenyl-3-phthalimido-2H-1,4-benzodiazepine-2-one (1.90 g) in N,N-dimethylformamide (30 ml) was added sodium hydride (62% suspension in mineral oil; 0.20 g) gradually with stirring under cooling in an ice-bath (<3° C.). The mixture was stirred for 10 minutes under the same conditions. To the resultant mixture was added 2-[(tetrahydropyran-2-yl)oxy]ethyl bromide (1.60 g) in one portion. The mixture was stirred at ambient temperature for one hour and at 45° C. f... Reactants: C(C)(C)(CC(C)(C)C)SSCl (t-octylthiosulfenylchloride), CNC(=O)F (methylcarbamoyl fluoride). Yields the product CN(C(=O)F)SSC(C)(C)CC(C)(C)C (N-Methyl-N(t-Octylthiosulfenyl)Carbamoyl Fluoride). RXN SMILES: [C:1]([S:9][S:10]Cl)([CH2:4][C:5]([CH3:8])([CH3:7])[CH3:6])([CH3:3])[CH3:2].[CH3:12][NH:13][C:14]([F:16])=[O:15]>>[CH3:12][N:13]([S:10][S:9][C:1]([CH2:4][C:5]([CH3:8])([CH3:7])[CH3:6])([CH3:3])[CH3:2])[C:14]([F:16])=[O:15]. Procedure: Prepared by the procedure of Example II by reacting t-octylthiosulfenylchloride with methylcarbamoyl fluoride. b.p. 112° C/0.5 Torr ND23 1.4960. The reactants are CCOC(=O)C (EtOAc), FC1=CC=C(C=C1)O (4-fluorophenol), BrC1=NC=C(C=C1)I (2-bromo-5-iodopyridine), C(=O)([O-])[O-].[Cs+].[Cs+] (Cs2CO3). Solvent: CN(C)C=O (DMF). Reaction conditions: temperature 120 celsius, time 4 hour. The product is FC1=CC=C(OC2=NC=C(C=C2)I)C=C1 (2-(4-fluoro-phenoxy)-5-iodo-pyridine). Reaction SMILES: [F:1][C:2]1[CH:7]=[CH:6][C:5]([OH:8])=[CH:4][CH:3]=1.Br[C:10]1[CH:15]=[CH:14][C:13]([I:16])=[CH:12][N:11]=1.C([O-])([O-])=O.[Cs+].[Cs+].CCOC(C)=O>CN(C=O)C>[F:1][C:2]1[CH:7]=[CH:6][C:5]([O:8][C:10]2[CH:15]=[CH:14][C:13]([I:16])=[CH:12][N:11]=2)=[CH:4][CH:3]=1 |f:2.3.4|. Procedure details: A mixture of 4-fluorophenol (1.12 g, 10 mmol), 2-bromo-5-iodopyridine (2.84 g, 10 mmol) and Cs2CO3 (3.83 g, 10 mmol) in DMF was stirred at 120° C. for 4 hrs. The reaction was worked up with EtOAc to give 2-(4-fluoro-phenoxy)-5-iodo-pyridine which was used for next step without further purification (crude yield 100%, yellowish solid). LC/MS: m/z=317 [M+H]+.